Dataset: the Open Reaction Database (ORD), a public repository of structured organic reaction records. Task: describe an organic reaction: reactants, conditions, products, and yield Reactants: 149, C1(=CC=CC=C1)C(N1CCN(CC1)S(=O)(=O)CCCN1C(C2=CC=CC=C2C1=O)=O)C1=CC=CC=C1 (2-[3-(4-diphenylmethyl-piperazin-1-yl-sulfonyl)-propyl)-isoindolin-1,3-dione), NN.O (hydrazine.hydrate). The product is C1(=CC=CC=C1)C(N1CCN(CC1)S(=O)(=O)CCCN)C1=CC=CC=C1 (3-(4-diphenylmethyl-piperazin-1-yl-sulfonyl)-propylamine). Reaction SMILES: [C:1]1([CH:7]([C:31]2[CH:36]=[CH:35][CH:34]=[CH:33][CH:32]=2)[N:8]2[CH2:13][CH2:12][N:11]([S:14]([CH2:17][CH2:18][CH2:19][N:20]3C(=O)C4C(=CC=CC=4)C3=O)(=[O:16])=[O:15])[CH2:10][CH2:9]2)[CH:6]=[CH:5][CH:4]=[CH:3][CH:2]=1.NN.O>>[C:31]1([CH:7]([C:1]2[CH:6]=[CH:5][CH:4]=[CH:3][CH:2]=2)[N:8]2[CH2:9][CH2:10][N:11]([S:14]([CH2:17][CH2:18][CH2:19][NH2:20])(=[O:16])=[O:15])[CH2:12][CH2:13]2)[CH:32]=[CH:33][CH:34]=[CH:35][CH:36]=1 |f:1.2|. Procedure: Batch size: 149 (27.8 mmol) 2-[3-(4-diphenylmethyl-piperazin-1-yl-sulfonyl)-propyl)-isoindolin-1,3-dione and 2.8 ml (55.6 mmol) hydrazine.hydrate. The solvent is CO (methanol). Product: NC=1C(=NC(=CC1)C#C)C#N (3-amino-2-cyano-6-ethynylpyridine). Reported procedure: This compound is prepared in a manner analogous to that of Step B of Example 9, using 1.3 grams (0.006 mole) of 3-amino-2-cyano-6-(trimethylsilylethynyl)pyridine and 0.9 gram (0.006 mole) of potassium carbonate in 50 mL of methanol, yielding 3-amino-2-cyano-6-ethynylpyridine. This reaction is repeated several times. Reaction SMILES: [NH2:1][C:2]1[C:3]([C:14]#[N:15])=[N:4][C:5]([C:8]#[C:9][Si](C)(C)C)=[CH:6][CH:7]=1.C(=O)([O-])[O-].[K+].[K+]>CO>[NH2:1][C:2]1[C:3]([C:14]#[N:15])=[N:4][C:5]([C:8]#[CH:9])=[CH:6][CH:7]=1 |f:1.2.3|. Starting materials: NC=1C(=NC(=CC1)C#C[Si](C)(C)C)C#N (3-amino-2-cyano-6-(trimethylsilylethynyl)pyridine), C([O-])([O-])=O.[K+].[K+] (potassium carbonate). Reactants: CCOC(=O)CP(=O)(OCC)OCC, COC(C)(C)C#CC=CCBr, CC(=O)O, CCO, [H-], [Na+]. The product is CCOC(=O)C(CC=CC#CC(C)(C)OC)P(=O)(OCC)OCC. RXN SMILES: [CH2:1]([CH3:2])[O:3][C:4]([CH2:5][P:6](=[O:7])([O:8][CH2:9][CH3:10])[O:11][CH2:12][CH3:13])=[O:14].[CH3:17][O:18][C:19]([C:20]#[C:21][CH:22]=[CH:23][CH2:24][Br:25])([CH3:26])[CH3:27].[CH3:28][C:29](=[O:30])[OH:31].[CH3:32][CH2:33][OH:34].[H-:15].[Na+:16]>>[CH2:1]([CH3:2])[O:3][C:4]([CH:5]([P:6](=[O:7])([O:8][CH2:9][CH3:10])[O:11][CH2:12][CH3:13])[CH2:24][CH:23]=[CH:22][C:21]#[C:20][C:19]([O:18][CH3:17])([CH3:26])[CH3:27])=[O:14]. Reactants: C([O-])([O-])=O.[K+].[K+] (potassium carbonate), ClC1=C(C=CC(=C1)Cl)C(C(C)N1C=NC=C1)=O (1-(2,4-dichlorophenyl)-2-(1H-imidazol-1-yl)-1-propanone), CS(=O)(=O)O (methanesulfonic acid), C(CS)S (1,2-ethanedithiol). Run in ClC(Cl)Cl (trichloromethane), 150, O (water). Product: ClC1=C(C=CC(=C1)Cl)C1(SCCS1)C(C)N1C=NC=C1 (2-(2,4-dichlorophenyl)-2-[1-(1H-imidazol-1-yl)ethyl]-1,3-dithiolane). Reaction SMILES: [Cl:1][C:2]1[CH:7]=[C:6]([Cl:8])[CH:5]=[CH:4][C:3]=1[C:9](=O)[CH:10]([N:12]1[CH:16]=[CH:15][N:14]=[CH:13]1)[CH3:11].CS(O)(=O)=O.[CH2:23]([SH:26])[CH2:24][SH:25].C(=O)([O-])[O-].[K+].[K+]>ClC(Cl)Cl.O>[Cl:1][C:2]1[CH:7]=[C:6]([Cl:8])[CH:5]=[CH:4][C:3]=1[C:9]1([CH:10]([N:12]2[CH:16]=[CH:15][N:14]=[CH:13]2)[CH3:11])[S:26][CH2:23][CH2:24][S:25]1 |f:3.4.5|. Reported procedure: A mixture of 6 parts of 1-(2,4-dichlorophenyl)-2-(1H-imidazol-1-yl)-1-propanone and 30 parts of methanesulfonic acid was stirred till all solid entered solution. After cooling, 5.5 parts of 1,2-ethanedithiol were added while nitrogen gas was introduced. The whole was stirred overnight at room temperature. The reaction mixture was diluted with trichloromethane till a volume of 150 parts. This solution was added dropwise to a vigorously stirred solution of potassium carbonate in water. The organic... Starting materials: C(C)(=O)C1=CC=CC=C1 (acetophenone), methyl ester, C(CCCCC(C)C)(=O)O (isooctanoic acid). Yields the product C1(=CC=CC=C1)C(CC(CCCCC(C)C)=O)=O (1-phenyl isodecane-1,3-dione). Reaction SMILES: [C:1]([C:4]1[CH:9]=[CH:8][CH:7]=[CH:6][CH:5]=1)(=[O:3])[CH3:2].[C:10](O)(=[O:18])[CH2:11][CH2:12][CH2:13][CH2:14][CH:15]([CH3:17])[CH3:16]>>[C:4]1([C:1](=[O:3])[CH2:2][C:10](=[O:18])[CH2:11][CH2:12][CH2:13][CH2:14][CH:15]([CH3:17])[CH3:16])[CH:9]=[CH:8][CH:7]=[CH:6][CH:5]=1. Procedure details: In the preferred embodiment of this invention, acetophenone is reacted with the methyl ester of isooctanoic acid, which results in the 1-phenyl isodecane-1,3-dione product. Reactants: COCCOCCN1C(NC(C1=O)(C)C)(C)C (3-(2-(2-methoxyethoxy)ethyl)-2,2,5,5-tetramethyl-imidazolidin-4-one), C(C)(C)(C)OCl (tert-Butylhypochlorite). Solvent: CO (methanol). Run at time 30 minute. The product is ClN1C(N(C(C1(C)C)=O)CCOCCOC)(C)C (1-chloro-3-(2-(2-methoxyethoxy)ethyl)-2,2,5,5-tetramethylimidazolidin-4-one). The yield is 82.4%. RXN SMILES: [CH3:1][O:2][CH2:3][CH2:4][O:5][CH2:6][CH2:7][N:8]1[C:12](=[O:13])[C:11]([CH3:15])([CH3:14])[NH:10][C:9]1([CH3:17])[CH3:16].C(O[Cl:23])(C)(C)C>CO>[Cl:23][N:10]1[C:11]([CH3:15])([CH3:14])[C:12](=[O:13])[N:8]([CH2:7][CH2:6][O:5][CH2:4][CH2:3][O:2][CH3:1])[C:9]1([CH3:17])[CH3:16]. Reported procedure: A solution of 3-(2-(2-methoxyethoxy)ethyl)-2,2,5,5-tetramethyl-imidazolidin-4-one (715 mg, 2.9 mmol) in methanol (7 ml) was cooled to 0° C. tert-Butylhypochlorite (393 ul, 3.5 mmol) was added. The resulting solution was stirred for 30 minutes, and then concentrated under reduced pressure. The crude material was purified by column chromatography (0 to 12% methanol in dichloromethane) to give the title compound as a clear liquid (666 mg, 2.39 mmol, 82%). 1H NMR (400 MHz, D2O) δ 1.26 (s, 6H), 1.43 ... Reactants: FC=1C=C(C=CC1)C1OC2=CC=C(C=C2CC1)O (2-(3-fluorophenyl)chroman-6-ol), [N+](=O)([O-])C1=CC=C(C=C1)C1OC2=CC=C(C=C2C(C1)O)O (2-(4-nitrophenyl)chroman-4,6-diol). The product is [N+](=O)([O-])C1=CC=C(C=C1)C1OC2=CC=C(C=C2CC1)O (2-(4-Nitrophenyl)chroman-6-ol). Reaction SMILES: FC1C=C(C2CCC3C(=CC=C(O)C=3)O2)C=CC=1.[N+:19]([C:22]1[CH:27]=[CH:26][C:25]([CH:28]2[CH2:37][CH:36](O)[C:35]3[C:30](=[CH:31][CH:32]=[C:33]([OH:39])[CH:34]=3)[O:29]2)=[CH:24][CH:23]=1)([O-:21])=[O:20]>>[N+:19]([C:22]1[CH:27]=[CH:26][C:25]([CH:28]2[CH2:37][CH2:36][C:35]3[C:30](=[CH:31][CH:32]=[C:33]([OH:39])[CH:34]=3)[O:29]2)=[CH:24][CH:23]=1)([O-:21])=[O:20]. Reported procedure: 2-(4-Nitrophenyl)chroman-6-ol was prepared as described for 2-(3-fluorophenyl)chroman-6-ol in Example 9(c) starting from 2-(4-nitrophenyl)chroman-4,6-diol. 1H NMR (400 MHz, d6-DMSO) δ: 8.84 (s, 1H), 8.26 (d, 2H, J 6.9 Hz), 7.71 (d, 2H, J 6.9 Hz), 6.69 (d, 1H, J 8.6 Hz), 6.53 (dd, 1H, J 8.6, 2.8 Hz), 6.50 (d, 1H, J 2.8 Hz), 5.19 (dd, 1H, J 9.9, 2.2 Hz), 2.87-2.91 (m, 1H), 2.61-2.66 (m, 1H), 2.16-2.21 (m, 1H), 1.89-1.93 (m, 1H).